Dataset: the Open Reaction Database (ORD), a public repository of structured organic reaction records. Task: describe an organic reaction: reactants, conditions, products, and yield Starting materials: C(N)(=O)CCCNC([C@@H](C[C@@H]([C@H](C[C@H](CC1=CC(=C(C=C1)OC)OCCCOC)C(C)C)NC(=O)OC(C)(C)C)O)C)=O (5(S)-tert-butoxycarbonylamino-4(S)-hydroxy-7(S)-isopropyl-2(R)-methyl-8-[4-methoxy-3-(3-methoxypropyloxy)-phenyl]-octanoic acid [N-(3-carbamoyl-propyl)]-amide), Cl (hydrochloric acid). Solvent: O1CCOCC1 (dioxane). Run at temperature 0 celsius, time 2 hour. Yields the product Cl.C(N)(=O)CCCNC([C@@H](C[C@@H]([C@H](C[C@H](CC1=CC(=C(C=C1)OC)OCCCOC)C(C)C)N)O)C)=O (5(S)-Amino-4(S)-hydroxy-7(S)-isopropyl-2(R)-methyl-8-[4-methoxy-3-(3-methoxypropyloxy)-phenyl]-octanoic acid [N-(3-carbamoyl-propyl)]-amide hydrochloride). As a reaction SMILES: [C:1]([CH2:4][CH2:5][CH2:6][NH:7][C:8](=[O:43])[C@H:9]([CH3:42])[CH2:10][C@H:11]([OH:41])[C@@H:12]([NH:33]C(OC(C)(C)C)=O)[CH2:13][C@@H:14]([CH:30]([CH3:32])[CH3:31])[CH2:15][C:16]1[CH:21]=[CH:20][C:19]([O:22][CH3:23])=[C:18]([O:24][CH2:25][CH2:26][CH2:27][O:28][CH3:29])[CH:17]=1)(=[O:3])[NH2:2].[ClH:44]>O1CCOCC1>[ClH:44].[C:1]([CH2:4][CH2:5][CH2:6][NH:7][C:8](=[O:43])[C@H:9]([CH3:42])[CH2:10][C@H:11]([OH:41])[C@@H:12]([NH2:33])[CH2:13][C@@H:14]([CH:30]([CH3:32])[CH3:31])[CH2:15][C:16]1[CH:21]=[CH:20][C:19]([O:22][CH3:23])=[C:18]([O:24][CH2:25][CH2:26][CH2:27][O:28][CH3:29])[CH:17]=1)(=[O:3])[NH2:2] |f:3.4|. Procedure details: 84 mg of 5(S)-tert-butoxycarbonylamino-4(S)-hydroxy-7(S)-isopropyl-2(R)-methyl-8-[4-methoxy-3-(3-methoxypropyloxy)-phenyl]-octanoic acid [N-(3-carbamoyl-propyl)]-amide are dissolved in 3 ml of 4N hydrochloric acid in dioxane at 0° C. and the mixture is stirred for 2 hours at 0° C. The reaction mixture is lyophilised. The title compound is obtained: Rf (dichloromethane/methanol=9:1)=0.04; HPLC Rt =9.44 minutes; HR FAB-MS (M+H)+ =510. Starting materials: Cc1ccc(N2CCc3ncnc(NC(CO[Si](C)(C)C(C)(C)C)c4cnc(C)nc4)c3C2)c(C#N)c1, CCCC[N+](CCCC)(CCCC)CCCC, C1CCOC1, CCOC(C)=O, [F-], O. Product: Cc1ccc(N2CCc3ncnc(NC(CO)c4cnc(C)nc4)c3C2)c(C#N)c1. As a reaction SMILES: [C:1]([Si:2]([CH3:3])([CH3:4])[O:6][CH2:7][CH:8]([c:9]1[cH:10][n:11][c:12]([CH3:15])[n:13][cH:14]1)[NH:16][c:17]1[c:18]2[c:19]([n:20][cH:21][n:22]1)[CH2:23][CH2:24][N:25]([c:27]1[c:28]([C:29]#[N:30])[cH:31][c:32]([CH3:35])[cH:33][cH:34]1)[CH2:26]2)([CH3:5])([CH3:36])[CH3:37].[CH2:39]([N+:40]([CH2:41][CH2:42][CH2:43][CH3:44])([CH2:45][CH2:46][CH2:47][CH3:48])[CH2:49][CH2:50][CH2:51][CH3:52])[CH2:53][CH2:54][CH3:55].[CH2:63]1[O:64][CH2:65][CH2:66][CH2:67]1.[CH3:57][CH2:58][O:59][C:60]([CH3:61])=[O:62].[F-:38].[OH2:56]>>[OH:6][CH2:7][CH:8]([c:9]1[cH:10][n:11][c:12]([CH3:15])[n:13][cH:14]1)[NH:16][c:17]1[c:18]2[c:19]([n:20][cH:21][n:22]1)[CH2:23][CH2:24][N:25]([c:27]1[c:28]([C:29]#[N:30])[cH:31][c:32]([CH3:35])[cH:33][cH:34]1)[CH2:26]2. Reactants: CCC(OC(C)=O)c1cccnc1F, CCO, [H][H]. The product is CCCc1cccnc1F. As a reaction SMILES: [C:1]([O:2][CH:5]([CH2:6][CH3:7])[c:8]1[c:9]([F:14])[n:10][cH:11][cH:12][cH:13]1)(=[O:3])[CH3:4].[CH3:17][CH2:18][OH:19].[H:15][H:16]>>[CH2:5]([CH2:6][CH3:7])[c:8]1[c:9]([F:14])[n:10][cH:11][cH:12][cH:13]1. The reactants are [Li]CCCC, CCCC[Sn](Cl)(CCCC)CCCC, C1CCOC1, CCCCCC, CSc1nc(C)n2ccsc12, [Cl-], [NH4+]. As a reaction SMILES: [CH2:18]([Li:19])[CH2:20][CH2:21][CH3:22].[CH2:23]([CH2:24][CH2:25][CH3:26])[Sn:27]([CH2:28][CH2:29][CH2:30][CH3:31])([CH2:32][CH2:33][CH2:34][CH3:35])[Cl:36].[CH2:39]1[O:40][CH2:41][CH2:42][CH2:43]1.[CH3:12][CH2:13][CH2:14][CH2:15][CH2:16][CH3:17].[CH3:1][c:2]1[n:3][c:4]([S:10][CH3:11])[c:5]2[s:6][cH:7][cH:8][n:9]12.[Cl-:37].[NH4+:38]>>[CH3:1][c:2]1[n:3][c:4]([S:10][CH3:11])[c:5]2[s:6][c:7]([Sn:27]([CH2:23][CH2:24][CH2:25][CH3:26])([CH2:28][CH2:29][CH2:30][CH3:31])[CH2:32][CH2:33][CH2:34][CH3:35])[cH:8][n:9]12. The product is CCCC[Sn](CCCC)(CCCC)c1cn2c(C)nc(SC)c2s1.